Task: describe an organic reaction: reactants, conditions, products, and yield. Dataset: the Open Reaction Database (ORD), a public repository of structured organic reaction records Starting materials: COC[C@@]12N([C@H](OC1=O)C(Cl)(Cl)Cl)CCC2 ((3R,7aR)-7a-methoxymethyl-3-trichloromethyl-tetrahydro-pyrrolo[1,2-c]oxazol-1-one), N (ammonia). Run in CO (methanol). Conditions: time 2 day. The product is COC[C@@]1(NCCC1)C(=O)N ((R)-2-Methoxymethyl-pyrrolidine-2-carboxylic acid amide). Reaction SMILES: [CH3:1][O:2][CH2:3][C@@:4]12[CH2:16][CH2:15][CH2:14][N:5]1[C@@H](C(Cl)(Cl)Cl)[O:7][C:8]2=O.[NH3:17]>CO>[CH3:1][O:2][CH2:3][C@@:4]1([C:8]([NH2:17])=[O:7])[CH2:16][CH2:15][CH2:14][NH:5]1. Procedure: A mixture of (3R,7aR)-7a-methoxymethyl-3-trichloromethyl-tetrahydro-pyrrolo[1,2-c]oxazol-1-one (0.6 g) and 7M ammonia in methanol (6 ml) is stood at room temperature for 2 days in a sealed vessel. The reaction mixture is then evaporated to give the title compound as a pale yellow oil which is used without further purification. The product is C(C=C)N1S(C2=C(C(C1)OCCOCC)C=CS2)(=O)=O (2-Allyl-4-(1-ethoxy)ethoxy-3,4-dihydro-2H-thieno[3,2-e]-1,2-thiazine 1,1-dioxide). Reactants: C(C=C)N1S(C2=C(C(C1)O)C=CS2)(=O)=O (2-Allyl-3,4-dihydro-4-hydroxy-2H-thieno[3,2-e]-1,2-thiazine 1,1-dioxide), C(C)OC=C (ethylvinyl ether). Run at temperature 0 celsius, time 2 hour. Procedure: The product from Step A (4.2 g, 17.1 mmol) was dissolved in tetrahydrofuran (75 mL) and cooled to 0° C. at which point p-toluenesulfonic acid (163 mg, 0.6 mmol) was added followed by ethylvinyl ether (3.3 mL, 34.3 mmol). This mixture was stirred at 0° C. for 2 h, diluted with cold ethyl acetate (100 mL) and washed with saturated sodium bicarbonate (70 mL) and brine (70 mL). The organic layer was dried (MgSO4) and evaporated to provide 5.2 g of crude product which was used in the next step withou... The reagents and catalysts are C1(=CC=C(C=C1)S(=O)(=O)O)C (p-toluenesulfonic acid). Yield: 95.8%. Run in O1CCCC1 (tetrahydrofuran), C(C)(=O)OCC (ethyl acetate). RXN SMILES: [CH2:1]([N:4]1[CH2:9][CH:8]([OH:10])[C:7]2[CH:11]=[CH:12][S:13][C:6]=2[S:5]1(=[O:15])=[O:14])[CH:2]=[CH2:3].[CH2:16]([O:18][CH:19]=[CH2:20])[CH3:17]>O1CCCC1.C(OCC)(=O)C.C1(C)C=CC(S(O)(=O)=O)=CC=1>[CH2:1]([N:4]1[CH2:9][CH:8]([O:10][CH2:17][CH2:16][O:18][CH2:19][CH3:20])[C:7]2[CH:11]=[CH:12][S:13][C:6]=2[S:5]1(=[O:15])=[O:14])[CH:2]=[CH2:3]. Starting materials: NC1=NC(=C2N=CN(C2=N1)[C@H]1C=C[C@H](C1)CO)Cl ((±)-cis-4-(-2-Amino-6-chloro-9H-purin-9-yl)-2-cyclopentene-1-methanol), C1(CCC1)N (cyclobutylamine), [OH-].[Na+] (NaOH). The solvent is CO (methanol). Product: NC1=NC(=C2N=CN(C2=N1)[C@H]1C=C[C@H](C1)CO)NC1CCC1 ((±)-cis-4-(2-Amino-6-cyclobutylamino-9H-purin-9-yl)-2-cyclopentene-1-methanol). Reaction SMILES: [NH2:1][C:2]1[N:10]=[C:9]2[C:5]([N:6]=[CH:7][N:8]2[C@@H:11]2[CH2:15][C@H:14]([CH2:16][OH:17])[CH:13]=[CH:12]2)=[C:4](Cl)[N:3]=1.[CH:19]1([NH2:23])[CH2:22][CH2:21][CH2:20]1.[OH-].[Na+]>CO>[NH2:1][C:2]1[N:10]=[C:9]2[C:5]([N:6]=[CH:7][N:8]2[C@@H:11]2[CH2:15][C@H:14]([CH2:16][OH:17])[CH:13]=[CH:12]2)=[C:4]([NH:23][CH:19]2[CH2:22][CH2:21][CH2:20]2)[N:3]=1 |f:2.3|. Procedure: A solution of (±)-cis-4-(-2-Amino-6-chloro-9H-purin-9-yl)-2-cyclopentene-1-methanol from Example 4 (0.53 g, 2 mmol) and cyclobutylamine (1.387 g, 19.5 mmol) in methanol (15 mL) was heated at 70°-75° C. (oil bath) for 29 hours. After cooling to room temperature, 2 mL of 1.0N NaOH was added. The solution was concentrated and the residue chromatographed on silica gel. Title compound was eluted with 5% methanol-chloroform as colourless foam which solidified to white powder in acetonitrile (454 mg, 7... The reactants are CCN=C=NCCCN(C)C (EDCI), NC1=C(C=CC=C1)N (1,2-diaminobenzene), C1(=CC=CC=C1)C1=NNC(=C1)C(=O)O (3-phenyl-1H-pyrazole-5-carboxylic acid), C=1C=CC2=C(C1)N=NN2O (HOBT). The solvent is CN(C)C=O (DMF). Yields the product NC1=C(C=CC=C1)NC(=O)C1=CC(=NN1)C1=CC=CC=C1 (N-(2-aminophenyl)-3-phenyl-1H-pyrazole-5-carboxamide). Yield: 21.6%. RXN SMILES: CCN=C=NCCCN(C)C.[NH2:12][C:13]1[CH:18]=[CH:17][CH:16]=[CH:15][C:14]=1[NH2:19].[C:20]1([C:26]2[CH:30]=[C:29]([C:31](O)=[O:32])[NH:28][N:27]=2)[CH:25]=[CH:24][CH:23]=[CH:22][CH:21]=1.C1C=CC2N(O)N=NC=2C=1>CN(C=O)C>[NH2:12][C:13]1[CH:18]=[CH:17][CH:16]=[CH:15][C:14]=1[NH:19][C:31]([C:29]1[NH:28][N:27]=[C:26]([C:20]2[CH:21]=[CH:22][CH:23]=[CH:24][CH:25]=2)[CH:30]=1)=[O:32]. Procedure: EDCI (288 mg, 1.5 mmol) was added to a solution of 1,2-diaminobenzene (0.141 g, 1.31 mmol), 3-phenyl-1H-pyrazole-5-carboxylic acid (188 mg, 1.0 mmol) and HOBT (203 mg, 1.5 mmol) in anhydrous DMF (5 mL). The reaction was stirred under nitrogen at room temperature. After twelve hours the reaction was concentrated in vacuo and precipitated from methanol with a small amount of water. The solid was collected by vacuum filtration and further purified on reverse phase HPLC using water-acetonitrile grad... Starting materials: FC=1C=C(C=C(C1)F)CC(=O)N[C@@H](C)C(=O)O (N-(3,5-Difluorophenylacetyl)-L-alanine), NC1C(N(C2=C(C(=N1)C1=CC=CC=C1)C=CC=C2)C)=O (3-amino-2,3-dihydro-1-methyl-5-phenyl-1H-1,4-benzodiazepin-2-one). The product is FC=1C=C(C=C(C1)F)CC(=O)N[C@@H](C)C(=O)NC1C(N(C2=C(C(=N1)C1=CC=CC=C1)C=CC=C2)C)=O (3-(N′-(3,5-Difluorophenylacetyl)-L-alaninyl)amino-2,3-dihydro-1-methyl-5-phenyl-1H-1,4-benzodiazepin-2-one). Reaction SMILES: [F:1][C:2]1[CH:3]=[C:4]([CH2:9][C:10]([NH:12][C@H:13]([C:15]([OH:17])=O)[CH3:14])=[O:11])[CH:5]=[C:6]([F:8])[CH:7]=1.[NH2:18][CH:19]1[N:25]=[C:24]([C:26]2[CH:31]=[CH:30][CH:29]=[CH:28][CH:27]=2)[C:23]2[CH:32]=[CH:33][CH:34]=[CH:35][C:22]=2[N:21]([CH3:36])[C:20]1=[O:37]>>[F:8][C:6]1[CH:5]=[C:4]([CH2:9][C:10]([NH:12][C@H:13]([C:15]([NH:18][CH:19]2[N:25]=[C:24]([C:26]3[CH:31]=[CH:30][CH:29]=[CH:28][CH:27]=3)[C:23]3[CH:32]=[CH:33][CH:34]=[CH:35][C:22]=3[N:21]([CH3:36])[C:20]2=[O:37])=[O:17])[CH3:14])=[O:11])[CH:3]=[C:2]([F:1])[CH:7]=1. Procedure details: Following General Procedure A above using N-(3,5-difluorophenylacetyl)-L-alanine (Example B) and 3-amino-2,3-dihydro-1-methyl-5-phenyl-1H-1,4-benzodiazepin-2-one (prepared as described in Bock M. G.; DiPardo, R. M.; Evans, B. E.; Rittle, K. E.; Veber, D. F.; Freidinger, R. M.; Hirshfield, J.; Springer, J. P. J. Org. Chem. 1987, 52, 3232), the title compound was prepared as a solid having a melting point of 152-160° C. The reaction was monitored by tlc on silica gel (Rf=0.15 in 50% ethyl acetate/...